Dataset: the Open Reaction Database (ORD), a public repository of structured organic reaction records. Task: describe an organic reaction: reactants, conditions, products, and yield The reactants are polyoxazoline polymer, polyacrylate, CCC(C)OC(=O)C (Gelva), CC(COC(C)CO)O (dipropylene glycol), C(CCCCCCC\C=C/CCCCCCCC)(=O)O (oleic acid), C(C)(=O)OCC (ethyl acetate), C(C)(C)O (isopropyl alcohol), [SiH2](O[*:2])[*:1] (polysiloxane), acrylic resin. The solvent is C(C)O (ethanol), C1(=CC=CC=C1)C (toluene), C1(=CC=CC=C1)C (toluene). The product is C[C@]12CC[C@@H]3C=4C=CC(=CC4CC[C@H]3[C@@H]1CC[C@@H]2O)O.CC(=O)O[C@]1(CC[C@@H]2[C@@]1(CC[C@H]3[C@H]2CCC4=CC(=O)CC[C@H]34)C)C#C (estradiol norethindrone acetate). Reaction SMILES: [CH:1]([OH:4])(C)[CH3:2].[CH3:5][CH2:6][CH:7]([O:9]C(C)=O)[CH3:8].CC(O)COC(CO)C.[C:22]([OH:41])(=O)[CH2:23][CH2:24][CH2:25][CH2:26][CH2:27][CH2:28][CH2:29]/[CH:30]=[CH:31]\[CH2:32][CH2:33][CH2:34][CH2:35][CH2:36][CH2:37][CH2:38][CH3:39].[C:42]([O:45][CH2:46][CH3:47])(=[O:44])[CH3:43]>C(O)C.C1(C)C=CC=CC=1>[CH3:39][C@@:38]12[C@@H:22]([OH:41])[CH2:23][CH2:24][C@H:25]1[C@H:26]1[C@@H:35]([C:34]3[CH:33]=[CH:32][C:31]([OH:4])=[CH:30][C:29]=3[CH2:28][CH2:27]1)[CH2:36][CH2:37]2.[CH3:43][C:42]([O:45][C@:46]1([C:1]#[CH:2])[C@@:29]2([CH3:28])[CH2:30][CH2:31][C@@H:32]3[C@@H:33]4[C:34](=[CH:8][C:7]([CH2:6][CH2:5]4)=[O:9])[CH2:35][CH2:36][C@H:37]3[C@@H:38]2[CH2:39][CH2:47]1)=[O:44] |f:7.8|. Procedure: An estradiol/norethindrone acetate pressure-sensitive adhesive mixture was prepared by combining 5.68 grams of a polyoxazoline polymer [Aquazol® 50] with 5.68 grams of isopropyl alcohol and 5.71 grams of toluene. Then 66.41 grams of a polysiloxane adhesive (BIO-PSA®-4603, trimethylated silica treatment with dimethyl siloxane in toluene; Dow Corning Corporation, Medical Products, Midland, Mich.), 8.74 grams of a polyacrylate adhesive (Gelva® 737, an acrylic resin in ethyl acetate, ethanol and tol... Reactants: N1C=NC=C1 (imidazole), CN(C=O)C (N,N-dimethylformamide), C(C)(C)(C)[Si](Cl)(C)C (tert-butyldimethylchlorosilane), O (Water), CCCCCC (hexane). Run at time 3 hour. Yields the product [Si](C)(C)(C(C)(C)C)O[C@H](C#C)C1CCCCC1 ((S)-3-tert-butyldimethylsilyloxy-3-cyclohexylprop-1-yne). Reaction SMILES: N1[CH:5]=[CH:4]N=C1.[C:6]([Si:10]([CH3:13])([CH3:12])Cl)([CH3:9])([CH3:8])[CH3:7].O.[CH3:15][CH2:16][CH2:17][CH2:18][CH2:19][CH3:20].CN(C)[CH:23]=[O:24]>>[Si:10]([O:24][C@@H:23]([CH:17]1[CH2:16][CH2:15][CH2:20][CH2:19][CH2:18]1)[C:4]#[CH:5])([C:6]([CH3:9])([CH3:8])[CH3:7])([CH3:13])[CH3:12]. Procedure: To a solution of (S)-3-cyclohexylprop-1-yn-3-ol, (obtained according to Preparation 10) (2.76 g, 0.02 mol), in 10 ml N,N-dimethylformamide (DMF), cooled to 0° C., was added imidazole (2.1 g), followed by tert-butyldimethylchlorosilane (3.1 g, 0.02 mol). The mixture was stirred for 3 h. Water (80 ml) and hexane (80 ml) were added; the organic layer was separated and combined with 2×80 ml of hexane extractions of the aqueous layer. The solvent was removed (in vacuo), after drying over sodium sulfa... Starting materials: C[Mg+], CC(=O)CCc1ccc(F)cc1, [I-], O=S(=O)(O)O. Product: CC(C)(O)CCc1ccc(F)cc1. As a reaction SMILES: [CH3:14][Mg+:15].[F:1][c:2]1[cH:3][cH:4][c:5]([CH2:8][CH2:9][C:10]([CH3:11])=[O:12])[cH:6][cH:7]1.[I-:13].[S:16](=[O:17])(=[O:18])([OH:19])[OH:20]>>[F:1][c:2]1[cH:3][cH:4][c:5]([CH2:8][CH2:9][C:10]([CH3:11])([OH:12])[CH3:14])[cH:6][cH:7]1. Reactants: C(C1=CC=CC=C1)(=O)CC(=O)OCC (ethyl benzoylacetate), C(C=1C(N)=CC=CC1)(=O)OCC (ethyl anthranilate), C1(=CC=C(C=C1)S(=O)(=O)O)C (p-toluenesulfonic acid). The solvent is C1=CC=CC=C1 (benzene). Yields the product C1(=CC=CC=C1)C1=NC2=C(C=CC=C2C(C1)=O)C(=O)OCC (ethyl 2-phenyl-4-quinolone-8-carboxylate). The yield is 39.4%. RXN SMILES: [C:1]([CH2:9][C:10](OCC)=[O:11])(=O)[C:2]1[CH:7]=[CH:6][CH:5]=[CH:4][CH:3]=1.[C:15]([O:24][CH2:25][CH3:26])(=[O:23])[C:16]1[C:17](=[CH:19][CH:20]=[CH:21][CH:22]=1)[NH2:18].C1(C)C=CC(S(O)(=O)=O)=CC=1>C1C=CC=CC=1>[C:2]1([C:1]2[CH2:9][C:10](=[O:11])[C:19]3[C:17](=[C:16]([C:15]([O:24][CH2:25][CH3:26])=[O:23])[CH:22]=[CH:21][CH:20]=3)[N:18]=2)[CH:7]=[CH:6][CH:5]=[CH:4][CH:3]=1. Reported procedure: A mixture of 7 grams of ethyl benzoylacetate, 6 grams of ethyl anthranilate and 0.5 gram of p-toluenesulfonic acid is dehydrated (by heating) in 300 ml of benzene for three days. Benzene is evaporated therefrom, and the resulting oil is heated at 250° to 280° C. for 0.5 hour in 20 ml of diphenyl ether. After cooling, 250 ml of n-hexane is added thereto, and crystals which separate out therefrom are collected by filtration and recrystallized from methanol to give 4.2 grams of ethyl 2-phenyl-4-qui... The reactants are [Ag+], O=C([O-])O, C1CCOC1, CC(C)(C)[O-], CO, CC#N, CC(=O)O, ClC(Cl)Cl, O=S(=O)([O-])C(F)(F)F, [K+], O=[N+]([O-])c1cccc(-c2ccccc2)c1, [Na+], CN(C)C=O, O. Yields the product O=Cc1ccc(-c2ccccc2)cc1[N+](=O)[O-]. Reaction SMILES: [Ag+:55].[C:26](=[O:27])([OH:28])[O-:29].[CH2:36]1[O:37][CH2:38][CH2:39][CH2:40]1.[CH3:20][C:21]([CH3:22])([O-:23])[CH3:24].[CH3:41][OH:42].[CH3:43][C:44]#[N:45].[CH3:56][C:57](=[O:58])[OH:59].[CH:16]([Cl:17])([Cl:18])[Cl:19].[F:47][C:48]([F:49])([F:50])[S:51]([O-:52])(=[O:53])=[O:54].[K+:25].[N+:1](=[O:2])([O-:3])[c:4]1[cH:5][c:6](-[c:10]2[cH:11][cH:12][cH:13][cH:14][cH:15]2)[cH:7][cH:8][cH:9]1.[Na+:30].[O:31]=[CH:32][N:33]([CH3:34])[CH3:35].[OH2:46]>>[N+:1](=[O:2])([O-:3])[c:4]1[cH:5][c:6](-[c:10]2[cH:11][cH:12][cH:13][cH:14][cH:15]2)[cH:7][cH:8][c:9]1[CH:21]=[O:23]. Reactants: NC1CCN(Cc2ccccc2)C1, CO, CC(C)(C)OC(=O)NC1CCC(NC(=O)Oc2ccccc2)CC1. Yields the product CC(C)(C)OC(=O)NC1CCC(NC(=O)NC2CCN(Cc3ccccc3)C2)CC1. Reaction SMILES: [CH2:25]([c:26]1[cH:27][cH:28][cH:29][cH:30][cH:31]1)[N:32]1[CH2:33][CH:34]([NH2:37])[CH2:35][CH2:36]1.[CH3:38][OH:39].[c:1]1([O:2][C:8]([NH:9][CH:10]2[CH2:11][CH2:12][CH:13]([NH:16][C:17](=[O:18])[O:19][C:20]([CH3:21])([CH3:22])[CH3:23])[CH2:14][CH2:15]2)=[O:24])[cH:3][cH:4][cH:5][cH:6][cH:7]1>>[C:8]([NH:9][CH:10]1[CH2:11][CH2:12][CH:13]([NH:16][C:17](=[O:18])[O:19][C:20]([CH3:21])([CH3:22])[CH3:23])[CH2:14][CH2:15]1)(=[O:24])[NH:37][CH:34]1[CH2:33][N:32]([CH2:25][c:26]2[cH:27][cH:28][cH:29][cH:30][cH:31]2)[CH2:36][CH2:35]1. Reactants: BrC1=CC=C(C=C1)C1=C(C(=NO1)C)CNC[C@H](C)C1=CC=CC=C1 ([5-(4-bromo-phenyl)-3-methyl-isoxazol-4-ylmethyl]-((R)-2-phenyl-propyl)-amine), C(C)OC(=O)C1(CC1)C1=CC=C(C=C1)B1OC(C(O1)(C)C)(C)C (1-[4-(4,4,5,5-tetramethyl-[1,3,2]dioxaborolan-2-yl)-phenyl]-cyclopropanecarboxylic acid ethyl ester). The product is C(C)OC(=O)C1(CC1)C1=CC=C(C=C1)C1=CC=C(C=C1)C1=C(C(=NO1)C)CNC[C@H](C)C1=CC=CC=C1 (1-(4′-{3-Methyl-4-[((R)-2-phenyl-propylamino)-methyl]-isoxazol-5-yl}-biphenyl-4-yl)-cyclopropanecarboxylic acid ethyl ester). As a reaction SMILES: Br[C:2]1[CH:7]=[CH:6][C:5]([C:8]2[O:12][N:11]=[C:10]([CH3:13])[C:9]=2[CH2:14][NH:15][CH2:16][C@@H:17]([C:19]2[CH:24]=[CH:23][CH:22]=[CH:21][CH:20]=2)[CH3:18])=[CH:4][CH:3]=1.[CH2:25]([O:27][C:28]([C:30]1([C:33]2[CH:38]=[CH:37][C:36](B3OC(C)(C)C(C)(C)O3)=[CH:35][CH:34]=2)[CH2:32][CH2:31]1)=[O:29])[CH3:26]>>[CH2:25]([O:27][C:28]([C:30]1([C:33]2[CH:38]=[CH:37][C:36]([C:2]3[CH:7]=[CH:6][C:5]([C:8]4[O:12][N:11]=[C:10]([CH3:13])[C:9]=4[CH2:14][NH:15][CH2:16][C@@H:17]([C:19]4[CH:24]=[CH:23][CH:22]=[CH:21][CH:20]=4)[CH3:18])=[CH:4][CH:3]=3)=[CH:35][CH:34]=2)[CH2:31][CH2:32]1)=[O:29])[CH3:26]. Procedure details: Prepared according to the procedure described in Example 3, Step 5, using [5-(4-bromo-phenyl)-3-methyl-isoxazol-4-ylmethyl]-((R)-2-phenyl-propyl)-amine and 1-[4-(4,4,5,5-tetramethyl-[1,3,2]dioxaborolan-2-yl)-phenyl]-cyclopropanecarboxylic acid ethyl ester.